From a dataset of the Open Reaction Database (ORD), a public repository of structured organic reaction records. describe an organic reaction: reactants, conditions, products, and yield Reactants: Cc1cc(=O)[nH]c(=S)[nH]1, [Cl-], ClCc1cccc[nH+]1. The product is Cc1cc(=O)[nH]c(SCc2ccccn2)n1. Reaction SMILES: [CH3:1][c:2]1[cH:3][c:4](=[O:9])[nH:5][c:6](=[S:8])[nH:7]1.[Cl-:10].[Cl:11][CH2:12][c:13]1[nH+:14][cH:15][cH:16][cH:17][cH:18]1>>[CH3:1][c:2]1[cH:3][c:4](=[O:9])[nH:5][c:6]([S:8][CH2:12][c:13]2[n:14][cH:15][cH:16][cH:17][cH:18]2)[n:7]1. Reactants: NC1=C(N=C2N1C=CC1=CC=C(C=C21)OCC2=CC=CC=C2)C2=C(C=CC=C2)C (3-amino-9-benzyloxy-2-(2-methylphenyl)imidazo[2,1-a]isoquinoline), NC1=C(N=C2N1C=CC1=CC=C(C=C21)OCC2=CC=CC=C2)C2=C(C=CC=C2)C (3-amino-9-benzyloxy-2-(2-methylphenyl)imidazo[2,1-a]isoquinoline), [H][H] (hydrogen). The reagents and catalysts are [Pd] (palladium on activated carbon). Solvent: C(C)O (ethanol). The product is NC1=C(N=C2N1C=CC1=CC=C(C=C21)O)C2=C(C=CC=C2)C (3-Amino-9-hydroxy-2-(2-methylphenyl)imidazo[2,1-a]isoquinoline). Yield: 83.9%. RXN SMILES: [NH2:1][C:2]1[N:6]2[CH:7]=[CH:8][C:9]3[C:14]([C:5]2=[N:4][C:3]=1[C:23]1[CH:28]=[CH:27][CH:26]=[CH:25][C:24]=1[CH3:29])=[CH:13][C:12]([O:15]CC1C=CC=CC=1)=[CH:11][CH:10]=3.[H][H]>C(O)C.[Pd]>[NH2:1][C:2]1[N:6]2[CH:7]=[CH:8][C:9]3[C:14]([C:5]2=[N:4][C:3]=1[C:23]1[CH:28]=[CH:27][CH:26]=[CH:25][C:24]=1[CH3:29])=[CH:13][C:12]([OH:15])=[CH:11][CH:10]=3. Procedure: To a solution of 5 g of 3-amino-9-benzyloxy-2-(2-methylphenyl)imidazo[2,1-a]isoquinoline (Compound 40) in 100 ml of ethanol was added 0.5 g of palladium on activated carbon (Pd 10%). After introduction of hydrogen, the mixture was stirred at room temperature for 24 hours. The reaction mixture was filtered, and the filtrate was evaporated in vacuo. Resultant residue was purified by column chromatography on silica gel and recrystallized from water/methanol to give 3.2 g of the title compound as pa... Starting materials: N1(C=NC=C1)C1=CC=C(C=C1)C=CC=1CCC(NN1)=O (4,5-dihydro-6-[2-[4-(1H-imidazol-1-yl)phenyl]ethenyl]-3(2H)-pyridazinone). Reagents/catalysts: [Pd] (Pd/C). The solvent is COCCO (2-methoxyethanol). Product: N1(C=NC=C1)C1=CC=C(C=C1)CCC=1CCC(NN1)=O (4,5-Dihydro-6-[2-[4-(1H-imidazol-1-yl)phenyl]-ethyl]-3(2H)-pyridazinone). Isolated yield 76.3%. Reaction SMILES: [N:1]1([C:6]2[CH:11]=[CH:10][C:9]([CH:12]=[CH:13][C:14]3[CH2:15][CH2:16][C:17](=[O:20])[NH:18][N:19]=3)=[CH:8][CH:7]=2)[CH:5]=[CH:4][N:3]=[CH:2]1>COCCO.[Pd]>[N:1]1([C:6]2[CH:7]=[CH:8][C:9]([CH2:12][CH2:13][C:14]3[CH2:15][CH2:16][C:17](=[O:20])[NH:18][N:19]=3)=[CH:10][CH:11]=2)[CH:5]=[CH:4][N:3]=[CH:2]1. Reported procedure: A solution of 2.6 g of 4,5-dihydro-6-[2-[4-(1H-imidazol-1-yl)phenyl]ethenyl]-3(2H)-pyridazinone in 100 ml of 2-methoxyethanol containing 0.5 g of 10% Pd/C is shaken under hydrogen atmosphere for 13 hours. The catalyst is filtered, the filtrate is evaporated to dryness, and the residue is crystallized from ethanol to give 2 g of the above product, mp 195°-196° C. The reactants are C1(=CC=CC=C1)P(C1=CC=CC=C1)C1=CC=CC=C1 (triphenyl phosphine), C(Br)(Br)(Br)Br (carbon tetrabromide), FC1=C(C=O)C=CC(=C1)O[SiH2]C(CCC)(C)C (2-fluoro-4-dimethylbutylsilyloxy benzaldehyde). Run in C(Cl)Cl (methylene chloride). Run at time 1 hour. The product is FC1=C(C=CC(=C1)O[SiH2]C(CCC)(C)C)C=C(Br)Br (2-fluoro-4-dimethylbutylsilyloxyphenyl-2,2-dibromoethylene). Yield: 100.0%. As a reaction SMILES: [F:1][C:2]1[CH:9]=[C:8]([O:10][SiH2:11][C:12]([CH3:17])([CH3:16])[CH2:13][CH2:14][CH3:15])[CH:7]=[CH:6][C:3]=1[CH:4]=O.C1(P(C2C=CC=CC=2)C2C=CC=CC=2)C=CC=CC=1.[C:37](Br)(Br)([Br:39])[Br:38]>C(Cl)Cl>[F:1][C:2]1[CH:9]=[C:8]([O:10][SiH2:11][C:12]([CH3:17])([CH3:16])[CH2:13][CH2:14][CH3:15])[CH:7]=[CH:6][C:3]=1[CH:4]=[C:37]([Br:39])[Br:38]. Procedure: To a solution of 26 mmol of 2-fluoro-4-dimethylbutylsilyloxy benzaldehyde in 50 ml of methylene chloride were added dropwise under ice-cooling 110 mmol of triphenyl phosphine and 52 mmol of carbon tetrabromide and the solution was stirred at the same temperature for one hour. The insoluble matter was removed from the reaction solution which was concentrated under reduced pressure to provide a yellow oily product. Purification of the product by a silica gel column chromatography gave 26 mmol of 2... Reported procedure: The title compound was prepared according to the procedure described in Intermediate-66 by using N-(4-chloro-3-(1-(3-chloro-4-methylphenyl)-4,5-dihydro-5-oxo-1H-1,2,4-triazol-3-yl)benzyl)-2,2,2-trifluoroacetamide (0.400 g), KOH (0.400 g), water (5 mL) and THF (10.0 mL) to afford 0.350 g of the desired product. Product: NCC=1C=CC(=C(C1)C=1NC(N(N1)C1=CC(=C(C=C1)C)Cl)=O)Cl (5-(5-(aminomethyl)-2-chlorophenyl)-2-(3-chloro-4-methylphenyl)-2H-1,2,4-triazol-3(4H)-one). The reactants are ClC1=C(C=C(CNC(C(F)(F)F)=O)C=C1)C1=NN(C(N1)=O)C1=CC(=C(C=C1)C)Cl (N-(4-chloro-3-(1-(3-chloro-4-methylphenyl)-4,5-dihydro-5-oxo-1H-1,2,4-triazol-3-yl)benzyl)-2,2,2-trifluoroacetamide), [OH-].[K+] (KOH), O (water). RXN SMILES: [Cl:1][C:2]1[CH:15]=[CH:14][C:5]([CH2:6][NH:7]C(=O)C(F)(F)F)=[CH:4][C:3]=1[C:16]1[NH:20][C:19](=[O:21])[N:18]([C:22]2[CH:27]=[CH:26][C:25]([CH3:28])=[C:24]([Cl:29])[CH:23]=2)[N:17]=1.[OH-].[K+].O>C1COCC1>[NH2:7][CH2:6][C:5]1[CH:14]=[CH:15][C:2]([Cl:1])=[C:3]([C:16]2[NH:20][C:19](=[O:21])[N:18]([C:22]3[CH:27]=[CH:26][C:25]([CH3:28])=[C:24]([Cl:29])[CH:23]=3)[N:17]=2)[CH:4]=1 |f:1.2|. The solvent is C1CCOC1 (THF). Isolated yield 111.6%.